The task is: describe an organic reaction: reactants, conditions, products, and yield. This data is from the Open Reaction Database (ORD), a public repository of structured organic reaction records. Reactants: BrC1=C(C=C(C=C1)OCOC)OCOC (1-bromo-2,4-bis(methoxymethoxy)benzene), CN(CCN(C)C)C (N,N,N′,N′-tetramethylethylene diamine), C(CCC)[Li] (n-butyl lithium), [Si](C)(C)(C(C)(C)C)OC1=CC=C(C=C1)C1CCC(CC1)=O (4-(4-{[tert-butyl(dimethyl)silyl]oxy}phenyl) cyclohexanone). Run in O1CCCC1 (tetrahydrofuran), O1CCCC1 (tetrahydrofuran). Reaction conditions: temperature -78 celsius, time 40 minute. Product: [Si](C)(C)(C(C)(C)C)OC1=CC=C(C=C1)C1CCC(CC1)(O)C1=C(C=C(C=C1)OCOC)OCOC (4-(4-{[tert-Butyl(dimethyl)silyl]oxy}phenyl)-1-[2,4-bis(methoxymethoxy)phenyl]cyclohexanol). Yield: 25.3%. Reaction SMILES: Br[C:2]1[CH:7]=[CH:6][C:5]([O:8][CH2:9][O:10][CH3:11])=[CH:4][C:3]=1[O:12][CH2:13][O:14][CH3:15].CN(C)CCN(C)C.C([Li])CCC.[Si:29]([O:36][C:37]1[CH:42]=[CH:41][C:40]([CH:43]2[CH2:48][CH2:47][C:46](=[O:49])[CH2:45][CH2:44]2)=[CH:39][CH:38]=1)([C:32]([CH3:35])([CH3:34])[CH3:33])([CH3:31])[CH3:30]>O1CCCC1>[Si:29]([O:36][C:37]1[CH:38]=[CH:39][C:40]([CH:43]2[CH2:48][CH2:47][C:46]([C:2]3[CH:7]=[CH:6][C:5]([O:8][CH2:9][O:10][CH3:11])=[CH:4][C:3]=3[O:12][CH2:13][O:14][CH3:15])([OH:49])[CH2:45][CH2:44]2)=[CH:41][CH:42]=1)([C:32]([CH3:35])([CH3:34])[CH3:33])([CH3:31])[CH3:30]. Procedure: A round bottomed flask equipped with magnetic stirrer was charged with 1-bromo-2,4-bis(methoxymethoxy)benzene (277 mg, 1.00 mmol) and anhydrous tetrahydrofuran (5 ml). The stirred solution was cooled to −78° C. and N,N,N′,N′-tetramethylethylene diamine (0.32 ml, 2.10 mmol) was added followed by dropwise addition of n-butyl lithium (0.88 ml, 2.10 mmol, 2.40M solution in cyclohexanes). The resulting solution was stirred for 40 min at −78° C., then 4-(4-{[tert-butyl(dimethyl)silyl]oxy}phenyl) cyclo... Run in O (water). As a reaction SMILES: [Br:1][C:2]1[CH:3]=[CH:4][C:5]([C:8]2([OH:18])[CH2:17][CH2:16][C:11]3(OCC[O:12]3)[CH2:10][CH2:9]2)=[N:6][CH:7]=1.Cl>O>[Br:1][C:2]1[CH:3]=[CH:4][C:5]([C:8]2([OH:18])[CH2:9][CH2:10][C:11](=[O:12])[CH2:16][CH2:17]2)=[N:6][CH:7]=1. Product: BrC=1C=CC(=NC1)C1(CCC(CC1)=O)O (4-(5-Bromopyridin-2-yl)-4-hydroxycyclohexanone). Procedure: The title compound was prepared by treating the ketal of step A with HCl in water following the procedure described in step B of Example 2. MS (M+H)+ 271. The reactants are BrC=1C=CC(=NC1)C1(CCC2(OCCO2)CC1)O (8-(5-Bromopyridin-2-yl)-1,4-dioxaspiro[4.5]decan-8-ol), Cl (HCl).